From a dataset of the Open Reaction Database (ORD), a public repository of structured organic reaction records. describe an organic reaction: reactants, conditions, products, and yield Reactants: solid, [K+].[Br-] (KBr), C[Si](C)(C)C#CC=1C=CC2=C(C(=NCC=3N2C=NC3C(=O)OCC)C3=C(C=CC=C3)F)C1 (Ethyl 8-trimethylsilylacetylenyl-6-(2′-fluorophenyl)-4H-benzo[f]-imidazo[1,5-a][1,4]diazepine-3-carboxylate), acid 27, FC(CO)(F)F (2,2,2-trifluoroethanol). Yields the product BrC=1C=CC2=C(C(=NCC=3N2C=NC3C(=O)OCC(F)(F)F)C3=CC=CC=C3)C1 (Trifluoroethyl 8-bromo-6-phenyl-4H-benzo[f]imidazo[1,5-a][1,4]diazepine-3-carboxylate). RXN SMILES: [F:1][C:2]([F:6])([F:5])[CH2:3][OH:4].[K+].[Br-:8].C[Si](C#C[C:15]1[CH:16]=[CH:17][C:18]2[N:24]3[CH:25]=[N:26][C:27]([C:28](OCC)=[O:29])=[C:23]3[CH2:22][N:21]=[C:20]([C:33]3[CH:38]=[CH:37][CH:36]=[CH:35][C:34]=3F)[C:19]=2[CH:40]=1)(C)C>>[Br:8][C:15]1[CH:16]=[CH:17][C:18]2[N:24]3[CH:25]=[N:26][C:27]([C:28]([O:4][CH2:3][C:2]([F:6])([F:5])[F:1])=[O:29])=[C:23]3[CH2:22][N:21]=[C:20]([C:33]3[CH:34]=[CH:35][CH:36]=[CH:37][CH:38]=3)[C:19]=2[CH:40]=1 |f:1.2|. Procedure: A white solid (69.1%) from acid 27 and 2,2,2-trifluoroethanol: mp 202–204° C.; IR (KBr) 3114, 1711, 1608, 1495, 1368, 1288, 1158 cm−2; 1H NMR (300 MHz, CDCl3) δ 4.10 (d, 1H, J=12.6 Hz), 4.68 (m, 1H), 4.85 (m, 1H), 6.02 (d, 1H, J=12.6 Hz), 7.41–7.54 (m, 6H), 7.62 (d, 1H, J=2.1 Hz), 7.83 (dd, 1H, J=2.1 Hz, 8.4 Hz), 7.97 (s, 1H); MS (EI) m/e (rel intensity) 463 (M+, 14), 465 (14).